This data is from the Open Reaction Database (ORD), a public repository of structured organic reaction records. The task is: describe an organic reaction: reactants, conditions, products, and yield Starting materials: C(C)C=1NC=C(N1)C (2-Ethyl-4-methyl-1H-imidazole), [H-].[Na+] (sodium hydride), BrCCCC1CCN(CC1)C=O (4-(3-bromopropyl)-1-piperidinecarboxaldehyde). Run in CN(C=O)C (dimethylformamide), CN(C=O)C (dimethylformamide). Run at time 4 hour. Yields the product C(C)C=1N(C=C(N1)C)CCCC1CCN(CC1)C=O (4-[3-(2-ethyl-4-methyl-1H-imidazol-1-yl)propyl]-1-piperidinecarboxaldehyde). Isolated yield 51.3%. As a reaction SMILES: [CH2:1]([C:3]1[NH:4][CH:5]=[C:6]([CH3:8])[N:7]=1)[CH3:2].[H-].[Na+].Br[CH2:12][CH2:13][CH2:14][CH:15]1[CH2:20][CH2:19][N:18]([CH:21]=[O:22])[CH2:17][CH2:16]1>CN(C)C=O>[CH2:1]([C:3]1[N:4]([CH2:12][CH2:13][CH2:14][CH:15]2[CH2:16][CH2:17][N:18]([CH:21]=[O:22])[CH2:19][CH2:20]2)[CH:5]=[C:6]([CH3:8])[N:7]=1)[CH3:2] |f:1.2|. Procedure details: 2-Ethyl-4-methyl-1H-imidazole (3.3 g, 30 mM) and sodium hydride (50% by weight in mineral oil, 80 mM) in dimethylformamide (20 ml) was heated at 50° C. for 1/2 hour. The solution of 4-(3-bromopropyl)-1-piperidinecarboxaldehyde (7 g, 30 mM) in dimethylformamide (20 ml) was added at 50° C. and stirred at that temperature for 4 hours. After the reaction, solvent was removed in vacuo and water (100 ml) was added and then extracted with ethyl acetate (2×100 ml). The extracts, dried over Na2SO4, was s... Reactants: CCOC(=O)C1=Cc2ccc(Cc3ccc(C)cc3C)cc2OC1C(F)(F)F, [Li+], [OH-]. The product is Cc1ccc(Cc2ccc3c(c2)OC(C(F)(F)F)C(C(=O)O)=C3)c(C)c1. Reaction SMILES: [CH3:1][c:2]1[c:3]([CH2:4][c:5]2[cH:6][cH:7][c:8]3[c:13]([cH:14]2)[O:12][CH:11]([C:15]([F:16])([F:17])[F:18])[C:10]([C:19](=[O:20])[O:21][CH2:22][CH3:23])=[CH:9]3)[cH:24][cH:25][c:26]([CH3:28])[cH:27]1.[Li+:30].[OH-:29]>>[CH3:1][c:2]1[c:3]([CH2:4][c:5]2[cH:6][cH:7][c:8]3[c:13]([cH:14]2)[O:12][CH:11]([C:15]([F:16])([F:17])[F:18])[C:10]([C:19](=[O:20])[OH:21])=[CH:9]3)[cH:24][cH:25][c:26]([CH3:28])[cH:27]1. Reactants: O=C1C2=C(N=C(N1)C(=O)NCC1=CC(=NC=C1)OCCCC1=NNC=N1)SC=C2COCC2=CC=C(C(=O)OCC)C=C2 (ethyl 4-[({[4-oxo-2-({[(2-{[3-(1H-1,2,4-triazol-3-yl)propyl]oxy}pyridin-4-yl)methyl]amino}carbonyl)-3,4-dihydrothieno[2,3-d]pyrimidin-5-yl]methyl}oxy)methyl]benzoate), CC1=CSC=2N=C(NC(C21)=O)C(=O)NCC=2C=C(OCCCC(=O)OCC)C=CC2 (ethyl 4-[3-({[(5-methyl-4-oxo-3,4-dihydrothieno[2,3-d]pyrimidin-2-yl)carbonyl]amino}methyl)phenoxy]butanoate). The product is CC1=CSC=2N=C(NC(C21)=O)C(=O)NCC=2C=C(OCCCC(=O)O)C=CC2 (4-[3-({[(5-methyl-4-oxo-3,4-dihydrothieno[2,3-d]pyrimidin-2-yl)carbonyl]amino}methyl)phenoxy]butanoic acid), powder. Yield: 91.0%. RXN SMILES: O=C1NC(C(NCC2C=CN=C(OCCCC3N=CNN=3)C=2)=O)=NC2SC=C(COCC3C=CC(C(OCC)=O)=CC=3)C1=2.[CH3:44][C:45]1[C:53]2[C:52](=[O:54])[NH:51][C:50]([C:55]([NH:57][CH2:58][C:59]3[CH:60]=[C:61]([CH:71]=[CH:72][CH:73]=3)[O:62][CH2:63][CH2:64][CH2:65][C:66]([O:68]CC)=[O:67])=[O:56])=[N:49][C:48]=2[S:47][CH:46]=1>>[CH3:44][C:45]1[C:53]2[C:52](=[O:54])[NH:51][C:50]([C:55]([NH:57][CH2:58][C:59]3[CH:60]=[C:61]([CH:71]=[CH:72][CH:73]=3)[O:62][CH2:63][CH2:64][CH2:65][C:66]([OH:68])=[O:67])=[O:56])=[N:49][C:48]=2[S:47][CH:46]=1. Procedure: By a method similar to that in Example 42 and using, instead of ethyl 4-[({[4-oxo-2-({[(2-{[3-(1H-1,2,4-triazol-3-yl)propyl]oxy}pyridin-4-yl)methyl]amino}carbonyl)-3,4-dihydrothieno[2,3-d]pyrimidin-5-yl]methyl}oxy)methyl]benzoate, ethyl 4-[3-({[(5-methyl-4-oxo-3,4-dihydrothieno[2,3-d]pyrimidin-2-yl)carbonyl]amino}methyl)phenoxy]butanoate obtained in Reference Example 122, the title compound was obtained as a white powder (465.7 mg, 91%). Reactants: [N+](=O)([O-])C=1C=C2C(NC(=NC2=CC1)C1=NC=CN=C1)=O (6-nitro-2-(pyrazin-2-yl)quinazolin-4(3H)-one), O=P(Cl)(Cl)Cl (POCl3), CN(C1=CC=CC=C1)C (N,N-dimethylbenzenamine). Run at temperature 120 celsius, time 2 hour. Yields the product ClC1=NC(=NC2=CC=C(C=C12)[N+](=O)[O-])C1=NC=CN=C1 (4-Chloro-6-nitro-2-(pyrazin-2-yl)quinazoline). As a reaction SMILES: [N+:1]([C:4]1[CH:5]=[C:6]2[C:11](=[CH:12][CH:13]=1)[N:10]=[C:9]([C:14]1[CH:19]=[N:18][CH:17]=[CH:16][N:15]=1)[NH:8][C:7]2=O)([O-:3])=[O:2].CN(C)C1C=CC=CC=1.O=P(Cl)(Cl)[Cl:32]>>[Cl:32][C:7]1[C:6]2[C:11](=[CH:12][CH:13]=[C:4]([N+:1]([O-:3])=[O:2])[CH:5]=2)[N:10]=[C:9]([C:14]2[CH:19]=[N:18][CH:17]=[CH:16][N:15]=2)[N:8]=1. Procedure: To a mixture of 6-nitro-2-(pyrazin-2-yl)quinazolin-4(3H)-one (1.00 g, 3.7 mmol) in POCl3 (10 mL) was added N,N-dimethylbenzenamine (0.1 mL). The resulting mixture was stirred at 120° C. for 2 h. After the reaction was completed, POCl3 was removed in vacuo, and the residue was co-evaporated with toluene twice to give a dark crude product, which was used for the next step without further purification. Procedure details: To a 500 mL round-bottom flask were added a stir bar, dry THF (83 mL) and 2,2,6,6-tetramethylpiperidine (11 mL, 65 mmol). The flask was cooled to −78° C. (bath temp) and then treated with 2.5 M n-BuLi in hexanes (25 mL, 62.5 mmol) over 2 min. The resultant mixture was stirred for 5 min and then allowed to warm to 0° C. After 35 min, the mixture was re-cooled to −78° Celsius and treated with B(O-iPr)3 (14 mL, 60 mmol) over 4 min. After 16 min, a solution consisting of 1-cyclobutyl-3-fluoro-2-meth... Reaction conditions: temperature -78 celsius, time 35 minute. Run in C1CCOC1 (THF), C1CCOC1 (THF), O (water). Reactants: CC1(NC(CCC1)(C)C)C (2,2,6,6-tetramethylpiperidine), B(OC(C)C)(OC(C)C)OC(C)C (B(O-iPr)3), resultant mixture, crude product, [Li]CCCC (n-BuLi), hexanes, [NH4+].[Cl-] (NH4Cl), C1(CCC1)C1=C(C(=CC=C1)F)OC (1-cyclobutyl-3-fluoro-2-methoxybenzene). Product: C1(CCC1)C1=C(C(=C(C=C1)B(O)O)F)OC ((4-Cyclobutyl-2-fluoro-3-methoxyphenyl)boronic acid). Isolated yield 57.9%. Reaction SMILES: CC1(C)CCCC(C)(C)N1.[Li]CCCC.[B:16](OC(C)C)([O:21]C(C)C)[O:17]C(C)C.[CH:29]1([C:33]2[CH:38]=[CH:37][CH:36]=[C:35]([F:39])[C:34]=2[O:40][CH3:41])[CH2:32][CH2:31][CH2:30]1.[NH4+].[Cl-]>O.C1COCC1>[CH:29]1([C:33]2[CH:38]=[CH:37][C:36]([B:16]([OH:21])[OH:17])=[C:35]([F:39])[C:34]=2[O:40][CH3:41])[CH2:30][CH2:31][CH2:32]1 |f:4.5|. Reactants: C(C1=CC=CC=C1)OCCOC(=O)N1C2=C(N(C([C@H](C1)NC(=O)OC(C)(C)C)=O)CCOCC1=CC=CC=C1)C=CC=C2 ((S)-5-(2-benzyloxy-ethyl)-3-tert-butoxycarbonylamino-4-oxo-2,3,4,5-tetrahydro-benzo[b][1,4]diazepine-1-carboxylic acid 2-benzyloxy-ethyl ester), Cl (hydrochlorid). Run in O1CCOCC1 (dioxane). Product: Cl.C(C1=CC=CC=C1)OCCOC(=O)N1C2=C(N(C([C@H](C1)N)=O)CCOCC1=CC=CC=C1)C=CC=C2 ((S)-3-Amino-5-(2-benzyloxy-ethyl)-4-oxo-2,3,4,5-tetrahydro-benzo[b][1,4]diazepine-1-carboxylic acid 2-benzyloxy-ethyl ester Hydrochloride). Reaction SMILES: [CH2:1]([O:8][CH2:9][CH2:10][O:11][C:12]([N:14]1[CH2:20][C@H:19]([NH:21]C(OC(C)(C)C)=O)[C:18](=[O:29])[N:17]([CH2:30][CH2:31][O:32][CH2:33][C:34]2[CH:39]=[CH:38][CH:37]=[CH:36][CH:35]=2)[C:16]2[CH:40]=[CH:41][CH:42]=[CH:43][C:15]1=2)=[O:13])[C:2]1[CH:7]=[CH:6][CH:5]=[CH:4][CH:3]=1.[ClH:44]>O1CCOCC1>[ClH:44].[CH2:1]([O:8][CH2:9][CH2:10][O:11][C:12]([N:14]1[CH2:20][C@H:19]([NH2:21])[C:18](=[O:29])[N:17]([CH2:30][CH2:31][O:32][CH2:33][C:34]2[CH:39]=[CH:38][CH:37]=[CH:36][CH:35]=2)[C:16]2[CH:40]=[CH:41][CH:42]=[CH:43][C:15]1=2)=[O:13])[C:2]1[CH:7]=[CH:6][CH:5]=[CH:4][CH:3]=1 |f:3.4|. Procedure details: In an analogous manner to that described in Example 1d), the treatment of the (S)-5-(2-benzyloxy-ethyl)-3-tert-butoxycarbonylamino-4-oxo-2,3,4,5-tetrahydro-benzo[b][1,4]diazepine-1-carboxylic acid 2-benzyloxy-ethyl ester with hydrochlorid acid (37%) in dioxane yielded quantitatively the title compound as a viscous light yellow oil; MS (m/e): 490 (M+H)+.